From a dataset of the Open Reaction Database (ORD), a public repository of structured organic reaction records. describe an organic reaction: reactants, conditions, products, and yield Reactants: CNOC, ClCCl, Cl, O=C(Cl)CCc1ccccc1, c1ccncc1. Product: CON(C)C(=O)CCc1ccccc1. RXN SMILES: [CH3:2][NH:3][O:4][CH3:5].[Cl:23][CH2:24][Cl:25].[ClH:1].[c:12]1([CH2:18][CH2:19][C:20](=[O:21])[Cl:22])[cH:13][cH:14][cH:15][cH:16][cH:17]1.[cH:6]1[cH:7][cH:8][n:9][cH:10][cH:11]1>>[CH3:2][N:3]([O:4][CH3:5])[C:20]([CH2:19][CH2:18][c:12]1[cH:13][cH:14][cH:15][cH:16][cH:17]1)=[O:21]. Starting materials: C(C)(C)(C)C1=C(C(=CC=C1)C(C)(C)C)O (2,6-di-t-butylphenol), C(Cl)(Cl)Cl (chloroform), CC(CC)=O (2-butanone), C(C1=CC=CC=C1)[N+](CC)(CC)CC (benzyltriethylammonium), [OH-].[Na+] (sodium hydroxide), [H][H] (hydrogen). Solvent: Cl (HCl). Yields the product C(C)(C)(C)C=1C=C(C=C(C1O)C(C)(C)C)C(C(=O)O)(CC)C (2-(3,5-Di-t-butyl-4-hydroxyphenyl)-2-methylbutanoic acid). The yield is 80.0%. RXN SMILES: [C:1]([C:5]1[CH:10]=[CH:9][CH:8]=[C:7]([C:11]([CH3:14])([CH3:13])[CH3:12])[C:6]=1[OH:15])([CH3:4])([CH3:3])[CH3:2].C(Cl)(Cl)Cl.C[C:21](=[O:24])[CH2:22][CH3:23].C([N+]([CH2:37][CH3:38])(CC)CC)C1C=CC=CC=1.[OH-:39].[Na+].[H][H]>Cl>[C:11]([C:7]1[CH:8]=[C:9]([C:22]([CH3:23])([CH2:37][CH3:38])[C:21]([OH:24])=[O:39])[CH:10]=[C:5]([C:1]([CH3:4])([CH3:3])[CH3:2])[C:6]=1[OH:15])([CH3:14])([CH3:13])[CH3:12] |f:4.5|. Procedure: 0.1 mole of 2,6-di-t-butylphenol, 0.12 mole of chloroform, 1 mole of 2-butanone, and 0.003 mole of benzyltriethylammonium were mixed in the 500 ml three-neck reactor while stirring. 0.5 mole of powdered sodium hydroxide was added in small portions during a 30 minute period. After the addition, the reaction temperature was slowly raised to 10° and stirred overnight. 200 ml of 4N HCl then was added slowly. The resulting 2 layers were separated. The aqueous layer was extracted twice with 50 ml meth... Starting materials: solid, N1(CCNCC1)C1=NC=CC2=C1C=CS2 (4-piperazine-1-yl-thieno[3,2-c]pyridine), O=CC[C@@H]1CC[C@H](CC1)NC(C)=O (trans-N-[4-(2-oxo-ethyl)-cyclohexyl]-acetamide). Yields the product S1C=CC=2C(=NC=CC21)N2CCN(CC2)CC[C@@H]2CC[C@H](CC2)NC(C)=O (N-{trans-4-[2-(4-Thieno[3,2-c]pyridin-4-yl-piperazin-1-yl)-ethyl]-cyclohexyl}-acetamide). As a reaction SMILES: [N:1]1([C:7]2[C:12]3[CH:13]=[CH:14][S:15][C:11]=3[CH:10]=[CH:9][N:8]=2)[CH2:6][CH2:5][NH:4][CH2:3][CH2:2]1.O=[CH:17][CH2:18][C@H:19]1[CH2:24][CH2:23][C@H:22]([NH:25][C:26](=[O:28])[CH3:27])[CH2:21][CH2:20]1>>[S:15]1[C:11]2[CH:10]=[CH:9][N:8]=[C:7]([N:1]3[CH2:2][CH2:3][N:4]([CH2:17][CH2:18][C@H:19]4[CH2:24][CH2:23][C@H:22]([NH:25][C:26](=[O:28])[CH3:27])[CH2:21][CH2:20]4)[CH2:5][CH2:6]3)[C:12]=2[CH:13]=[CH:14]1. Procedure details: The title compound, light brown solid (114 mg, 43%), MS (ISP) m/z=387.1 [(M+H)+], was prepared in analogy to example 1 from commercially available 4-piperazine-1-yl-thieno[3,2-c]pyridine [CAS-Nr. 106261-27-2] (150 mg, 0.68 mmol) and trans-N-[4-(2-oxo-ethyl)-cyclohexyl]-acetamide [CAS-Nr. 946599-01-5, WO 2007/093540] (125 mg, 0.68 mmol). Purification was performed by flash chromatography over silica gel (CH2Cl2/MeOH/25% NH3 aq 140:10:1). The reactants are C(#N)[BH3-].[Na+] (sodium cyanoborohydride), ClC=1SC(=C(N1)C(F)(F)F)C(=O)OCC (ethyl 2-chloro-4-(trifluoromethyl)-5-thiazolecarboxylate), [BH4-].[Na+] (sodium borohydride). Solvent: C(C)O (ethanol). Conditions: time 5 minute. Product: ClC=1SC(=C(N1)C(F)(F)F)CO (2-chloro-4-(trifluoromethyl)-5-thiazolemethanol). Yield: 73.5%. Reaction SMILES: [Cl:1][C:2]1[S:3][C:4]([C:11](OCC)=[O:12])=[C:5]([C:7]([F:10])([F:9])[F:8])[N:6]=1.C([BH3-])#N.[Na+].[BH4-].[Na+]>C(O)C>[Cl:1][C:2]1[S:3][C:4]([CH2:11][OH:12])=[C:5]([C:7]([F:8])([F:9])[F:10])[N:6]=1 |f:1.2,3.4|. Procedure details: To a mixture of 2.6 g (0.01 mol) of ethyl 2-chloro-4-(trifluoromethyl)-5-thiazolecarboxylate and 10 ml of ethanol was added 0.62 g of sodium cyanoborohydride. The reaction mixture was stirred for 5 minutes and 0.40 g of sodium borohydride was added. The temperature of the reaction mixture raised spontaneously to boiling point. The reaction mixture was stirred for 30 minutes and quenched with water. The aqueous mixture was extracted with ether. The ether solution was dried over CaSO4 and concentr... The reactants are ClCCl, NCc1ccc2cc(O)ccc2c1, CCCc1c(C(=O)Cl)cnn1-c1ccccc1, c1ccncc1. Product: CCCc1c(C(=O)NCc2ccc3cc(O)ccc3c2)cnn1-c1ccccc1. As a reaction SMILES: [CH2:37]([Cl:38])[Cl:39].[NH2:18][CH2:19][c:20]1[cH:21][c:22]2[cH:23][cH:24][c:25]([OH:30])[cH:26][c:27]2[cH:28][cH:29]1.[c:1]1(-[n:7]2[n:8][cH:9][c:10]([C:15](=[O:16])[Cl:17])[c:11]2[CH2:12][CH2:13][CH3:14])[cH:2][cH:3][cH:4][cH:5][cH:6]1.[cH:31]1[cH:32][cH:33][n:34][cH:35][cH:36]1>>[c:1]1(-[n:7]2[n:8][cH:9][c:10]([C:15](=[O:16])[NH:18][CH2:19][c:20]3[cH:21][c:22]4[cH:23][cH:24][c:25]([OH:30])[cH:26][c:27]4[cH:28][cH:29]3)[c:11]2[CH2:12][CH2:13][CH3:14])[cH:2][cH:3][cH:4][cH:5][cH:6]1. Conditions: time 16 hour. Product: FC1=CC=C(C=C1)C#CC1=C(N=C2N1C=CC=C2)COC2=C(C(=O)O)C=CC=C2 (2-((3-((4-fluoro-phenyl)ethynyl)imidazo[1,2-a]pyridin-2-yl)methoxy)benzoic acid). Isolated yield 86.9%. Procedure: 0.65 g (1.542 mmol) of methyl 2-((3-((4-fluorophenyl)ethynyl)imidazo[1,2-a]pyridin-2-yl)methoxy)benzoate were solubilized with magnetic stirring in 30 ml of a mixture consisting of ethanol and of tetrahydrofurane (1/1, v/v) and then 15.42 ml (15.42 mmol) of a 1N NaOH aqueous solution were added. The mixture was stirred at r.t. for 16 h before adding 20 ml of water and then 0.883 ml (15.42 mmol) of acetic acid. The formed precipitate was isolated by filtration, washed with 10 ml of water and drie... Solvent: mixture, O1CCCC1 (tetrahydrofurane), O (water). Reaction SMILES: [F:1][C:2]1[CH:7]=[CH:6][C:5]([C:8]#[C:9][C:10]2[N:14]3[CH:15]=[CH:16][CH:17]=[CH:18][C:13]3=[N:12][C:11]=2[CH2:19][O:20][C:21]2[CH:30]=[CH:29][CH:28]=[CH:27][C:22]=2[C:23]([O:25]C)=[O:24])=[CH:4][CH:3]=1.C(O)C.[OH-].[Na+].C(O)(=O)C>O.O1CCCC1>[F:1][C:2]1[CH:7]=[CH:6][C:5]([C:8]#[C:9][C:10]2[N:14]3[CH:15]=[CH:16][CH:17]=[CH:18][C:13]3=[N:12][C:11]=2[CH2:19][O:20][C:21]2[CH:30]=[CH:29][CH:28]=[CH:27][C:22]=2[C:23]([OH:25])=[O:24])=[CH:4][CH:3]=1 |f:2.3|. Starting materials: FC1=CC=C(C=C1)C#CC1=C(N=C2N1C=CC=C2)COC2=C(C(=O)OC)C=CC=C2 (methyl 2-((3-((4-fluorophenyl)ethynyl)imidazo[1,2-a]pyridin-2-yl)methoxy)benzoate), C(C)(=O)O (acetic acid), C(C)O (ethanol), [OH-].[Na+] (NaOH). Reactants: C(C)OC(C(C(=O)NCC(F)(F)F)(C)O)=O (2-hydroxy-2-methyl-N-(2,2,2-trifluoro-ethyl)-malonamic acid ethyl ester), [OH-].[Li+] (lithium hydroxide). The solvent is O1CCCC1 (tetrahydrofurane), O (water). Conditions: time 18 hour. The product is OC(C(=O)O)(C(=O)NCC(F)(F)F)C (2-Hydroxy-2-methyl-N-(2,2,2-trifluoro-ethyl)-malonamic acid). Yield: 85.0%. Reaction SMILES: C([O:3][C:4](=[O:16])[C:5]([OH:15])([CH3:14])[C:6]([NH:8][CH2:9][C:10]([F:13])([F:12])[F:11])=[O:7])C.[OH-].[Li+]>O1CCCC1.O>[OH:15][C:5]([CH3:14])([C:6]([NH:8][CH2:9][C:10]([F:11])([F:12])[F:13])=[O:7])[C:4]([OH:16])=[O:3] |f:1.2|. Procedure: To a solution of 3.60 g (15.0 mmol) (S or R)-2-hydroxy-2-methyl-N-(2,2,2-trifluoro-ethyl)-malonamic acid ethyl ester, entity A, in 50 ml of tetrahydrofurane were added 0.65 g (16 mmol) of lithium hydroxide in 25 ml of water and the mixture was stirred for 18 hours at room temperature. After removal of the organic solvent by distillation the mixture was acidified to pH 1. Extraction with ethylacetate gave 2.70 g (85%) of the title compound as an oil, MS m/e (%): 214.3 (M−H, 100). Starting materials: C[C@@H]1OC2=C([C@H](C1)N1C=NC=C1C(=O)OC)C=CC=C2 (methyl trans-1-(2,3-dihydro-2-methyl-4H-1-benzopyran-4-yl)-1H-imidazole-5-carboxylate), IC (iodomethane). The solvent is ClCCl (dichloromethane). Yields the product [I-].C[C@@H]1OC2=C([C@H](C1)[NH+]1CN(C=C1C(=O)OC)C)C=CC=C2 (trans-1-(2,3-dihydro-2-methyl-4H-1-benzopyran-4-yl)-5-(methoxycarbonyl)-3-methyl-1H-imidazolium iodide). Reaction SMILES: [CH3:1][C@H:2]1[CH2:7][C@H:6]([N:8]2[C:12]([C:13]([O:15][CH3:16])=[O:14])=[CH:11][N:10]=[CH:9]2)[C:5]2[CH:17]=[CH:18][CH:19]=[CH:20][C:4]=2[O:3]1.[I:21][CH3:22]>ClCCl>[I-:21].[CH3:1][C@H:2]1[CH2:7][C@H:6]([NH+:8]2[C:12]([C:13]([O:15][CH3:16])=[O:14])=[CH:11][N:10]([CH3:22])[CH2:9]2)[C:5]2[CH:17]=[CH:18][CH:19]=[CH:20][C:4]=2[O:3]1 |f:3.4|. Procedure: A solution of 4.2 parts of methyl trans-1-(2,3-dihydro-2-methyl-4H-1-benzopyran-4-yl)-1H-imidazole-5-carboxylate and 12 parts of iodomethane in 65 parts of dichloromethane is stirred for 20 hours at room temperature. The reaction mixture is evaporated and the residue is crystallized twice from 2,2'-oxybispropane. The product is filtered off and dried, yielding trans-1-(2,3-dihydro-2-methyl-4H-1-benzopyran-4-yl)-5-(methoxycarbonyl)-3-methyl-1H-imidazolium iodide (compound 7.04). The reactants are CC=1C=C(CNN)C=CC1[N+](=O)[O-] ((3-Methyl-4-nitrobenzyl)-hydrazine), C(C)OC=CC(C(C(F)(F)F)(F)F)=O (5-ethoxy-1,1,1,2,2-pentafluoro-4-penten-3-one), C1(=CC=C(C=C1)S(=O)(=O)O)C (p-toluenesulfonic acid). Product: CC=1C=C(CN2N=CC=C2C(C(F)(F)F)(F)F)C=CC1[N+](=O)[O-] (1-(3-methyl-4-nitrobenzyl)-5-pentafluoroethyl-1H-pyrazole), CC=1C=C(CN2N=C(C=C2)C(C(F)(F)F)(F)F)C=CC1[N+](=O)[O-] (1-(3-methyl-4-nitrobenzyl)-3-pentafluoroethyl-1H-pyrazole). Procedure details: (3-Methyl-4-nitrobenzyl)-hydrazine (1.81 g) and 5-ethoxy-1,1,1,2,2-pentafluoro-4-penten-3-one (2.18 g) were refluxed in ethanol (60 ml) for 8 hours, and p-toluenesulfonic acid (0.10 g) was added thereto and the mixture was further refluxed for 6 hours. After finishing the reaction, the solvent was distilled off and the obtained residue was purified by silica gel column chromatography (mixed solvent of n-hexane and ethyl acetate) to obtain 1-(3-methyl-4-nitrobenzyl)-5-pentafluoroethyl-1H-pyrazole... Run in C(C)O (ethanol). RXN SMILES: [CH3:1][C:2]1[CH:3]=[C:4]([CH:8]=[CH:9][C:10]=1[N+:11]([O-:13])=[O:12])[CH2:5][NH:6][NH2:7].C(O[CH:17]=[CH:18][C:19](=O)[C:20]([F:26])([F:25])[C:21]([F:24])([F:23])[F:22])C.C1(C)C=CC(S(O)(=O)=O)=CC=1>C(O)C>[CH3:1][C:2]1[CH:3]=[C:4]([CH:8]=[CH:9][C:10]=1[N+:11]([O-:13])=[O:12])[CH2:5][N:6]1[C:19]([C:20]([F:26])([F:25])[C:21]([F:24])([F:23])[F:22])=[CH:18][CH:17]=[N:7]1.[CH3:1][C:2]1[CH:3]=[C:4]([CH:8]=[CH:9][C:10]=1[N+:11]([O-:13])=[O:12])[CH2:5][N:6]1[CH:17]=[CH:18][C:19]([C:20]([F:26])([F:25])[C:21]([F:24])([F:23])[F:22])=[N:7]1. Starting materials: O=C(n1ccnc1)n1ccnc1, CN(C)C=O, CC1(C)Cc2cc(C(=O)O)ccc2NC1c1cccc(N)c1, O=C(O)c1cnccn1. Yields the product CC1(C)Cc2cc(C(=O)O)ccc2NC1c1cccc(NC(=O)c2cnccn2)c1. RXN SMILES: [C:10]([n:11]1[cH:12][cH:13][n:14][cH:15]1)([n:16]1[cH:17][cH:18][n:19][cH:20]1)=[O:21].[CH3:44][N:45]([CH3:46])[CH:47]=[O:48].[NH2:22][c:23]1[cH:24][c:25]([CH:29]2[NH:30][c:31]3[cH:32][cH:33][c:34]([C:41](=[O:42])[OH:43])[cH:35][c:36]3[CH2:37][C:38]2([CH3:39])[CH3:40])[cH:26][cH:27][cH:28]1.[n:1]1[c:2]([C:7](=[O:8])[OH:9])[cH:3][n:4][cH:5][cH:6]1>>[n:1]1[c:2]([C:7](=[O:9])[NH:22][c:23]2[cH:24][c:25]([CH:29]3[NH:30][c:31]4[cH:32][cH:33][c:34]([C:41](=[O:42])[OH:43])[cH:35][c:36]4[CH2:37][C:38]3([CH3:39])[CH3:40])[cH:26][cH:27][cH:28]2)[cH:3][n:4][cH:5][cH:6]1.